Dataset: the Open Reaction Database (ORD), a public repository of structured organic reaction records. Task: describe an organic reaction: reactants, conditions, products, and yield The reactants are CC=1NC(=C(C1)C)C(=O)OCC (2,4-Dimethyl-5-carbethoxy-pyrrole), I (hydriodic acid), C=O (paraformaldehyde), CC=1NC(=C(C1C)C)C(=O)OCC (2,3,4-trimethyl-5-carbethoxy-pyrrole). The solvent is C(C)(=O)O (acetic acid), CCOCC (ether). Yields the product CC1=C(C(=C(N1)C)C)C (Tetramethylpyrrole). Reaction SMILES: CC1NC(C(OCC)=O)=C(C)C=1.I.C=O.[CH3:16][C:17]1[NH:18][C:19]([C:24](OCC)=O)=[C:20]([CH3:23])[C:21]=1[CH3:22]>CCOCC.C(O)(=O)C>[CH3:16][C:17]1[NH:18][C:19]([CH3:24])=[C:20]([CH3:23])[C:21]=1[CH3:22]. Procedure details: 2,4-Dimethyl-5-carbethoxy-pyrrole (1.64 g), acetic acid (25 ml), aqueous hydriodic acid (25 ml) and paraformaldehyde (0.589g), were heated at 95°-100° C. for three hours under nitrogen with stirring. The work up was the same as that of 2,3,4-trimethyl-5-carbethoxy-pyrrole in Example 4 except the 2 × 75 ml of ether was used and care was taken to avoid exposure of the product to air. It was purified by distillation (10 mm, 60° C.) to give 0.628 g (52%), m.p. 106°-108° C. (lit4 m.p. 111°-112° C.).